Dataset: the Open Reaction Database (ORD), a public repository of structured organic reaction records. Task: describe an organic reaction: reactants, conditions, products, and yield Starting materials: CCN(C(C)C)C(C)C, ClC(Cl)Cl, FC(F)(F)c1nc(Cl)c2sc(Cl)nc2n1, O=C(NCc1ccc(OC(F)F)c(F)c1)C1CNCCN1S(=O)(=O)c1ccc(OC(F)(F)F)cc1. Product: O=C(NCc1ccc(OC(F)F)c(F)c1)C1CN(c2nc3nc(C(F)(F)F)nc(Cl)c3s2)CCN1S(=O)(=O)c1ccc(OC(F)(F)F)cc1. As a reaction SMILES: [CH:36]([N:37]([CH2:38][CH3:39])[CH:40]([CH3:41])[CH3:42])([CH3:43])[CH3:44].[CH:60]([Cl:61])([Cl:62])[Cl:63].[Cl:45][c:46]1[s:47][c:48]2[c:49]([n:50][c:51]([C:55]([F:56])([F:57])[F:58])[n:52][c:53]2[Cl:54])[n:59]1.[F:1][CH:2]([O:3][c:4]1[c:5]([F:34])[cH:6][c:7]([CH2:8][NH:9][C:10](=[O:11])[CH:12]2[N:13]([S:18](=[O:19])(=[O:20])[c:21]3[cH:22][cH:23][c:24]([O:27][C:28]([F:29])([F:30])[F:31])[cH:25][cH:26]3)[CH2:14][CH2:15][NH:16][CH2:17]2)[cH:32][cH:33]1)[F:35]>>[F:1][CH:2]([O:3][c:4]1[c:5]([F:34])[cH:6][c:7]([CH2:8][NH:9][C:10](=[O:11])[CH:12]2[N:13]([S:18](=[O:19])(=[O:20])[c:21]3[cH:22][cH:23][c:24]([O:27][C:28]([F:29])([F:30])[F:31])[cH:25][cH:26]3)[CH2:14][CH2:15][N:16]([c:46]3[s:47][c:48]4[c:49]([n:50][c:51]([C:55]([F:56])([F:57])[F:58])[n:52][c:53]4[Cl:54])[n:59]3)[CH2:17]2)[cH:32][cH:33]1)[F:35].